From a dataset of the Open Reaction Database (ORD), a public repository of structured organic reaction records. describe an organic reaction: reactants, conditions, products, and yield The reactants are COc1cccc(C=Cc2nc3sccn3c2C(=O)O)c1OCC(C)(C)C, CCN=C=NCCCN(C)C, CN(C)c1ccncc1, ClCCl, Cl, Nc1nnc(C(F)(F)F)s1, CN(C)C=O. The product is COc1cccc(C=Cc2nc3sccn3c2C(=O)Nc2nnc(C(F)(F)F)s2)c1OCC(C)(C)C. RXN SMILES: [CH3:1][C:2]([CH2:3][O:4][c:5]1[c:6]([CH:13]=[CH:14][c:15]2[n:16][c:17]3[s:18][cH:19][cH:20][n:21]3[c:22]2[C:23](=[O:24])[OH:25])[cH:7][cH:8][cH:9][c:10]1[O:11][CH3:12])([CH3:26])[CH3:27].[CH3:38][CH2:39][N:40]=[C:41]=[N:42][CH2:43][CH2:44][CH2:45][N:46]([CH3:47])[CH3:48].[CH3:50][N:51]([c:52]1[cH:53][cH:54][n:55][cH:56][cH:57]1)[CH3:58].[Cl:59][CH2:60][Cl:61].[ClH:49].[F:28][C:29]([c:30]1[n:31][n:32][c:33]([NH2:35])[s:34]1)([F:36])[F:37].[O:62]=[CH:63][N:64]([CH3:65])[CH3:66]>>[CH3:1][C:2]([CH2:3][O:4][c:5]1[c:6]([CH:13]=[CH:14][c:15]2[n:16][c:17]3[s:18][cH:19][cH:20][n:21]3[c:22]2[C:23](=[O:24])[NH:35][c:33]2[n:32][n:31][c:30]([C:29]([F:28])([F:36])[F:37])[s:34]2)[cH:7][cH:8][cH:9][c:10]1[O:11][CH3:12])([CH3:26])[CH3:27]. The reactants are CC(C)([O-])C.[K+] (potassium tert-butoxide), C(C)OC1=C(C(=C(C=C1)C1=CC=C([Te]1)C=O)F)F (5-(4-ethoxy-2,3-difluorophenyl)-tellurophene-2-carbaldehyde). Reagents/catalysts: [Br-].C(C)[P+](C1=CC=CC=C1)(C1=CC=CC=C1)C1=CC=CC=C1 (ethyltriphenylphosphonium bromide). Solvent: C1CCOC1 (THF), C1CCOC1 (THF), CC(C)(C)OC (MTBE), O (water), Cl (hydrochloric acid). Conditions: time 2 hour. Product: C(C)OC1=C(C(=C(C=C1)C=1[Te]C(=CC1)C=CC)F)F (2-(4-ethoxy-2,3-difluorophenyl)-5-propenyltellurophene). As a reaction SMILES: [CH2:1]([O:3][C:4]1[CH:9]=[CH:8][C:7]([C:10]2[Te:14][C:13]([CH:15]=O)=[CH:12][CH:11]=2)=[C:6]([F:17])[C:5]=1[F:18])[CH3:2].[CH3:19][C:20](C)([O-])C.[K+]>[Br-].C([P+](C1C=CC=CC=1)(C1C=CC=CC=1)C1C=CC=CC=1)C.C1COCC1.CC(OC)(C)C.O.Cl>[CH2:1]([O:3][C:4]1[CH:9]=[CH:8][C:7]([C:10]2[Te:14][C:13]([CH:15]=[CH:19][CH3:20])=[CH:12][CH:11]=2)=[C:6]([F:17])[C:5]=1[F:18])[CH3:2] |f:1.2,3.4|. Reported procedure: 6.0 g (16.0 mmol) of ethyltriphenylphosphonium bromide are initially introduced together with 5.2 g (14.3 mmol) of 5-(4-ethoxy-2,3-difluorophenyl)-tellurophene-2-carbaldehyde in 150 ml of THF at 0° C., and 0.89 g (7.9 mmol) of potassium tert-butoxide dissolved in 7 ml of THF is added. After 2 h at room temperature, the mixture is diluted with MTBE, and water and 2 N hydrochloric acid are added. The organic phase is separated off, and the aqueous phase is extracted with MTBE. The combined organic... The reactants are O1C(OCC1)CCOC1=CC=C(CC2C(NC(S2)=O)=O)C=C1 (5-{4-[2-(1,3-dioxolan-2-yl) ethoxy]benzyl}thiazolidine-2,4-dione), C(C)(=O)O (acetic acid). Run in O (water). Conditions: temperature 60 celsius, time 6 hour. Product: O=CCCOC1=CC=C(CC2C(NC(S2)=O)=O)C=C1 (5-[4-(3-Oxopropoxy)benzyl]thiazolidine-2,4-dione). Isolated yield 40.4%. As a reaction SMILES: [O:1]1CCO[CH:2]1[CH2:6][CH2:7][O:8][C:9]1[CH:22]=[CH:21][C:12]([CH2:13][CH:14]2[S:18][C:17](=[O:19])[NH:16][C:15]2=[O:20])=[CH:11][CH:10]=1.C(O)(=O)C>O>[O:1]=[CH:2][CH2:6][CH2:7][O:8][C:9]1[CH:22]=[CH:21][C:12]([CH2:13][CH:14]2[S:18][C:17](=[O:19])[NH:16][C:15]2=[O:20])=[CH:11][CH:10]=1. Reported procedure: A solution of 6.30 g of 5-{4-[2-(1,3-dioxolan-2-yl) ethoxy]benzyl}thiazolidine-2,4-dione (prepared as described in Preparation 106) in 50 ml of a 4:1 mixture of acetic acid and water was stirred at 60° C. for 6 hours. At the end of this time, the reaction mixture was freed from the solvent by distillation under reduced pressure. The resulting residue was purified by column chromatography through silica gel, using a 1:1 by volume mixture of hexane and ethyl acetate as the eluent, to give 2.20 g o...